Dataset: the Open Reaction Database (ORD), a public repository of structured organic reaction records. Task: describe an organic reaction: reactants, conditions, products, and yield Reactants: CC1=NN=C(O1)C(=O)NC(C)(C)C2=NC(=C(C(=O)N2C)[O-])C(=O)NCC=3C=CC(=CC3)F.[K+] (Raltegravir potassium), Cl (HCl). Solvent: O (water). Yields the product CC1=NN=C(O1)C(=O)NC(C)(C)C2=NC(=C(C(=O)N2C)O)C(=O)NCC=3C=CC(=CC3)F (Raltegravir). Isolated yield 99.0%. As a reaction SMILES: [CH3:1][C:2]1[O:6][C:5]([C:7]([NH:9][C:10]([C:13]2[N:19]([CH3:20])[C:17](=[O:18])[C:16]([O-:21])=[C:15]([C:22]([NH:24][CH2:25][C:26]3[CH:27]=[CH:28][C:29]([F:32])=[CH:30][CH:31]=3)=[O:23])[N:14]=2)([CH3:12])[CH3:11])=[O:8])=[N:4][N:3]=1.[K+].Cl>O>[CH3:1][C:2]1[O:6][C:5]([C:7]([NH:9][C:10]([C:13]2[N:19]([CH3:20])[C:17](=[O:18])[C:16]([OH:21])=[C:15]([C:22]([NH:24][CH2:25][C:26]3[CH:27]=[CH:28][C:29]([F:32])=[CH:30][CH:31]=3)=[O:23])[N:14]=2)([CH3:12])[CH3:11])=[O:8])=[N:4][N:3]=1 |f:0.1|. Procedure: A solution of Raltegravir potassium (˜3.4 g) in water was acidified with 2N HCl until pH 2 was obtained. The acidified solution was extracted with mixture of methyl tert-butyl ether (MTBE)/isopropyl alcohol (IPA) (400 ml/100 ml). The organic extract was evaporated to dryness. Raltegravir free hydroxy (3.1 g) was obtained as a white powder. The reactants are O1CC12CCN(CC2)C2=C(C=C(C=C2F)N2C(O[C@H](C2)CNC(C)=O)=O)F ((S)—N-{3-[4-(1-oxa-6-aza-spiro[2.5]oct-6-yl)-3,5-difluorophenyl]-2-oxo-oxazolidin-5-ylmethyl}-acetamide), [N-]=[N+]=[N-].[Na+] (sodium azide), C(C)(=O)O (acetic acid). Solvent: CN(C=O)C (dimethylformamide). Yields the product N(=[N+]=[N-])CC1(CCN(CC1)C1=C(C=C(C=C1F)N1C(O[C@H](C1)CNC(C)=O)=O)F)O ((S)—N-{3-[4-(4-Azidomethyl-4-hydroxy piperidin-1-yl)-3,5-difluorophenyl]-2-oxo-oxazolidin-5-ylmethyl}-acetamide). The yield is 65.0%. RXN SMILES: [O:1]1[C:3]2([CH2:8][CH2:7][N:6]([C:9]3[C:14]([F:15])=[CH:13][C:12]([N:16]4[CH2:20][C@H:19]([CH2:21][NH:22][C:23](=[O:25])[CH3:24])[O:18][C:17]4=[O:26])=[CH:11][C:10]=3[F:27])[CH2:5][CH2:4]2)[CH2:2]1.[N-:28]=[N+:29]=[N-:30].[Na+].C(O)(=O)C>CN(C)C=O>[N:28]([CH2:2][C:3]1([OH:1])[CH2:8][CH2:7][N:6]([C:9]2[C:14]([F:15])=[CH:13][C:12]([N:16]3[CH2:20][C@H:19]([CH2:21][NH:22][C:23](=[O:25])[CH3:24])[O:18][C:17]3=[O:26])=[CH:11][C:10]=2[F:27])[CH2:5][CH2:4]1)=[N+:29]=[N-:30] |f:1.2|. Procedure details: The title compound was prepared by reacting (S)—N-{3-[4-(1-oxa-6-aza-spiro[2.5]oct-6-yl)-3,5-difluorophenyl]-2-oxo-oxazolidin-5-ylmethyl}-acetamide (1.30 mmol) with sodium azide (2.10 mmol) and glacial acetic acid (7.0 mmol) in dimethylformamide (15 ml) at a temperature 40° C. for 14 hours and by purifying the compound by silica gel column chromatography in 65% yield. Reactants: CCOC(=O)c1cn2c3c(cc(C#CCNC(=O)OC(C)(C)C)cc3c1=O)CCC2, ClCCl. Product: CCOC(=O)c1cn2c3c(cc(CCCNC(=O)OC(C)(C)C)cc3c1=O)CCC2. RXN SMILES: [C:1]([CH3:2])([CH3:3])([CH3:4])[O:5][C:6](=[O:7])[NH:8][CH2:9][C:10]#[C:11][c:12]1[cH:13][c:14]2[c:15](=[O:30])[c:16]([C:25](=[O:26])[O:27][CH2:28][CH3:29])[cH:17][n:18]3[c:19]2[c:20]([cH:21]1)[CH2:22][CH2:23][CH2:24]3.[Cl:31][CH2:32][Cl:33]>>[C:1]([CH3:2])([CH3:3])([CH3:4])[O:5][C:6](=[O:7])[NH:8][CH2:9][CH2:10][CH2:11][c:12]1[cH:13][c:14]2[c:15](=[O:30])[c:16]([C:25](=[O:26])[O:27][CH2:28][CH3:29])[cH:17][n:18]3[c:19]2[c:20]([cH:21]1)[CH2:22][CH2:23][CH2:24]3. The reactants are BrC1=C(C=O)C=C(C=C1)F (2-bromo-5-fluoro-benzaldehyde), [BH4-].[Na+] (NaBH4). Run in CO (methanol). Conditions: time 2 hour. Product: BrC1=C(C=C(C=C1)F)CO ((2-Bromo-5-fluoro-phenyl)-methanol). RXN SMILES: [Br:1][C:2]1[CH:9]=[CH:8][C:7]([F:10])=[CH:6][C:3]=1[CH:4]=[O:5].[BH4-].[Na+]>CO>[Br:1][C:2]1[CH:9]=[CH:8][C:7]([F:10])=[CH:6][C:3]=1[CH2:4][OH:5] |f:1.2|. Procedure details: To a solution of 2-bromo-5-fluoro-benzaldehyde (21.34 g, 105 mmole) in methanol (170 mL) was added at 0-5° C. portionwise NaBH4 (3.99 g, 105 mmole). At the end of the addition, the cooling bath was removed and the reaction mixture was stirred at room temperature for 2 h. On concentration, the solution generated a white solid that was added with water, filtered and dried under vacuum to yield compound PRE7 (19.23 g; white powder) (Yield=91 Rt: 10.64 min. Reactants: C([O-])([O-])=O.[Sr+2] (strontium carbonate), [N+](=O)(O)[O-] (nitric acid). The product is O.O.O.O.[N+](=O)([O-])[O-].[Sr+2].[N+](=O)([O-])[O-] (strontium nitrate tetrahydrate). As a reaction SMILES: C(=O)([O-])[O-:2].[Sr+2:5].[N+:6]([O-:9])([OH:8])=[O:7]>>[OH2:2].[OH2:7].[OH2:2].[OH2:2].[N+:6]([O-:9])([O-:8])=[O:7].[Sr+2:5].[N+:6]([O-:9])([O-:8])=[O:7] |f:0.1,3.4.5.6.7.8.9|. Procedure: The strontium carbonate (SrCO3) obtained by these methods is dissolved in dilute nitric acid, impurities are removed from the resulting strontium nitrate solution, and the product is then concentrated, cooled, and crystallized until a crystal film forms, yielding strontium nitrate tetrahydrate (Sr(NO3)2.4H2O). Reactants: C(C)(=O)C1=C2C=CC(NC2=CC(=C1)OCC1=CC=CC=C1)=O (5-acetyl-7-benzyloxy-1H-quinolin-2-one), I(=O)(=O)Cl.I(=O)(=O)Cl.C(C1=CC=CC=C1)[N+](C)(C)C (benzyltrimethylammonium dichloriodate), ClC(C)Cl (dichloroethane), C([O-])([O-])=O.[Na+].[Na+] (sodium carbonate), S(=O)([O-])[O-].[Na+].[Na+] (sodium sulphite). Solvent: O (water), C(C)(=O)O (acetic acid). The product is C(C1=CC=CC=C1)OC1=CC(=C2C=CC(NC2=C1)=O)C(CCl)=O (7-benzyloxy-5-(2-chloro-acetyl)-1H-quinolin-2-one). Reaction SMILES: [C:1]([C:4]1[CH:13]=[C:12]([O:14][CH2:15][C:16]2[CH:21]=[CH:20][CH:19]=[CH:18][CH:17]=2)[CH:11]=[C:10]2[C:5]=1[CH:6]=[CH:7][C:8](=[O:22])[NH:9]2)(=[O:3])[CH3:2].I([Cl:26])(=O)=O.I(Cl)(=O)=O.C([N+](C)(C)C)C1C=CC=CC=1.ClC(Cl)C.C(=O)([O-])[O-].[Na+].[Na+].S([O-])([O-])=O.[Na+].[Na+]>C(O)(=O)C.O>[CH2:15]([O:14][C:12]1[CH:11]=[C:10]2[C:5]([CH:6]=[CH:7][C:8](=[O:22])[NH:9]2)=[C:4]([C:1](=[O:3])[CH2:2][Cl:26])[CH:13]=1)[C:16]1[CH:21]=[CH:20][CH:19]=[CH:18][CH:17]=1 |f:1.2.3,5.6.7,8.9.10|. Reported procedure: 7.0 g (23.9 mmol) 5-acetyl-7-benzyloxy-1H-quinolin-2-one and 19.0 g (54.6 mmol) benzyltrimethylammonium dichloriodate are stirred in 43 mL acetic acid, 7 mL water and 147 mL dichloroethane at 65° C. After 4.5 hours the raction is stopped by the addition of 400 mL sodium carbonate solution and 50 mL 5% sodium sulphite solution. The insoluble constituents are suction filtered, washed with water and dried.